Dataset: the Open Reaction Database (ORD), a public repository of structured organic reaction records. Task: describe an organic reaction: reactants, conditions, products, and yield Reactants: COC(C1C(C(=O)OC)=CCC(=C1C)C)=O (5,6-dimethyl-1,4-dihydro-phthalic acid dimethyl ester), C(C)(=O)OC(C)=O (acetic anhydride), [Se](=O)=O (selenium dioxide), C(C)(=O)OC(C)=O (acetic anhydride). Solvent: C(Cl)Cl (methylene chloride). Conditions: temperature 100 celsius. Yields the product COC(C=1C(C(=O)OC)=CC(=C(C1)C)C)=O (4,5-dimethyl-phthalic acid dimethyl ester). As a reaction SMILES: [CH3:1][O:2][C:3](=[O:16])[CH:4]1[C:13](C)=[C:12]([CH3:15])[CH2:11][CH:10]=[C:5]1[C:6]([O:8][CH3:9])=[O:7].[Se](=O)=O.[C:20](OC(=O)C)(=O)C>C(Cl)Cl>[CH3:9][O:8][C:6](=[O:7])[C:5]1[C:4](=[CH:13][C:12]([CH3:15])=[C:11]([CH3:20])[CH:10]=1)[C:3]([O:2][CH3:1])=[O:16]. Procedure details: 232 parts of the 5,6-dimethyl-1,4-dihydro-phthalic acid dimethyl ester (I) obtained in A) are first freed from readily volatile constituents in vacuo and then diluted with 400 parts by volume of acetic anhydride. Then 133 parts of selenium dioxide are slowly added by small amounts to the reaction mixture, which is heated to 100° C, and the temperature rises to 130° C without external application of heat. The reaction mixture is subsequently refluxed for 3 hours and freed from acetic anhydride in...